This data is from the Open Reaction Database (ORD), a public repository of structured organic reaction records. The task is: describe an organic reaction: reactants, conditions, products, and yield Starting materials: ClC1=CC=C(C=C1)I (1-chloro-4-iodobenzene), C(C)OC(C=C)OCC (acrolein diethyl acetal), C(=O)([O-])[O-].[K+].[K+] (K2CO3), [Cl-].[K+] (KCl), Cl (HCl). Reagents/catalysts: CC(=O)[O-].CC(=O)[O-].[Pd+2] (Pd(OAc)2). The solvent is CN(C)C=O (DMF), CCOCC (ether). Conditions: temperature 90 celsius, time 1.5 hour. Yields the product ClC1=CC=C(C=C1)/C=C/C=O ((E)-3-(4-chlorophenyl)acrylaldehyde). The yield is 74.0%. Reaction SMILES: [Cl:1][C:2]1[CH:7]=[CH:6][C:5](I)=[CH:4][CH:3]=1.C([O:11][CH:12](OCC)[CH:13]=[CH2:14])C.C([O-])([O-])=O.[K+].[K+].[Cl-].[K+].Cl>CN(C=O)C.CCOCC.CC([O-])=O.CC([O-])=O.[Pd+2]>[Cl:1][C:2]1[CH:7]=[CH:6][C:5](/[CH:14]=[CH:13]/[CH:12]=[O:11])=[CH:4][CH:3]=1 |f:2.3.4,5.6,10.11.12|. Procedure: To a stirred solution of 1-chloro-4-iodobenzene (2 g, 8.39 mmol) in DMF (30 mL) were added acrolein diethyl acetal (3.84 mL, 8.39 mmol), n-Bu4NOAc (5.06 g, 16.8 mmol), K2CO3 (1.74 g, 12.6 mmol), KCl (0.63 g, 8.39 mmol) and Pd(OAc)2 (0.056 g, 0.25 mmol). The mixture was stirred for 1.5 hour at 90° C. After cooling, 2 N HCl was slowly added and the reaction mixture was stirred at room temperature for 10 minutes. Subsequently, it was diluted with ether (200 mL) and washed with water (200 mL). The o... Starting materials: ClC=1C=C(C=NC1OCC(F)F)C(C)=O (1-(5-chloro-6-(2,2-difluoroethoxy)pyridin-3-yl)ethanone), CC(C)(C)[S@@](=O)N ((R)-2-methylpropane-2-sulfinamide), Amine-1. Product: ClC=1C=C(C=NC1OCC(F)F)C(C)N[S@](=O)C(C)(C)C ((R)—N-(1-(5-chloro-6-(2,2-difluoroethoxy)pyridin-3-yl)ethyl)-2-methylpropane-2-sulfinamide). Isolated yield 85.0%. Reaction SMILES: [Cl:1][C:2]1[CH:3]=[C:4]([C:13](=O)[CH3:14])[CH:5]=[N:6][C:7]=1[O:8][CH2:9][CH:10]([F:12])[F:11].[CH3:16][C:17]([S@:20]([NH2:22])=[O:21])([CH3:19])[CH3:18]>>[Cl:1][C:2]1[CH:3]=[C:4]([CH:13]([NH:22][S@@:20]([C:17]([CH3:19])([CH3:18])[CH3:16])=[O:21])[CH3:14])[CH:5]=[N:6][C:7]=1[O:8][CH2:9][CH:10]([F:12])[F:11]. Procedure details: The title compound is prepared in 85% yield (3.56 g, a white solid) from 1-(5-chloro-6-(2,2-difluoroethoxy)pyridin-3-yl)ethanone (2.88 g, 12.2 mmol, Step-2) and (R)-2-methylpropane-2-sulfinamide by the similar manner in Step-4 of Amine-1.